This data is from the Open Reaction Database (ORD), a public repository of structured organic reaction records. The task is: describe an organic reaction: reactants, conditions, products, and yield The reactants are (methoxymethyl)triphosphonium chloride, [Li]CCCC (nBuLi), C1CCOC1 (THF), C1CCOC1 (THF), BrC=1C=C(C=O)C=CC1 (3-bromobenzaldehyde), C1CCOC1 (THF), [NH4+].[Cl-] (NH4Cl). Conditions: time 1 hour. Yields the product BrC1=CC(=CC=C1)C=COC (1-Bromo-3-(2-methoxy-vinyl)-benzene). The yield is 66.0%. RXN SMILES: [Li]CCCC.[Br:6][C:7]1[CH:8]=[C:9]([CH:12]=[CH:13][CH:14]=1)[CH:10]=O.[NH4+].[Cl-].C1[CH2:21][O:20][CH2:19]C1>>[Br:6][C:7]1[CH:14]=[CH:13][CH:12]=[C:9]([CH:10]=[CH:19][O:20][CH3:21])[CH:8]=1 |f:2.3|. Procedure details: To a solution of (methoxymethyl)triphosphonium chloride (5.56 g, 16.21 mmol) in dry THF (13 mL) under inter atmosphere was added dropwise at 0° C. a solution of nBuLi in dry THF (22 mL, 21.62 mmol). The reaction mixture was stirred at room temperature for 1 h. Then, a solution of 3-bromobenzaldehyde (2.0 g; 10.81 mmol) in dry THF (20 mL) was added dropwise at 0° C. The reaction mixture was stirred at room temperature for 16 h. A saturated solution of NH4Cl was added and the crude product was ext...